This data is from the Open Reaction Database (ORD), a public repository of structured organic reaction records. The task is: describe an organic reaction: reactants, conditions, products, and yield Reactants: compound 5, C(C)(C)OB(OC(C)C)OC(C)C (tri-isopropylborate), BrC1=CC(=C(C=C1)OCCCCCCCC)F (1-bromo-3-fluoro-4-octoxybenzene), C(CCC)[Li] (n-butyllithium). Product: FC=1C=C(C=CC1OCCCCCCCC)B(O)O (3-fluoro-4-octoxyphenylboronic acid). Reaction SMILES: Br[C:2]1[CH:7]=[CH:6][C:5]([O:8][CH2:9][CH2:10][CH2:11][CH2:12][CH2:13][CH2:14][CH2:15][CH3:16])=[C:4]([F:17])[CH:3]=1.C([Li])CCC.C([O:26][B:27](OC(C)C)[O:28]C(C)C)(C)C>>[F:17][C:4]1[CH:3]=[C:2]([B:27]([OH:28])[OH:26])[CH:7]=[CH:6][C:5]=1[O:8][CH2:9][CH2:10][CH2:11][CH2:12][CH2:13][CH2:14][CH2:15][CH3:16]. Procedure: This was prepared using a similar method to that described for compound 5. Quantities: 1-bromo-3-fluoro-4-octoxybenzene (15 g, 0.05 mol), n-butyllithium (5 ml, 10M in hexane, 0.05 mol), tri-isopropylborate (18.81 g, 0.1 mol). Reactants: COC(=O)C=1C(=C2N(N=CC(=C2NC2=CC=C(C=C2)OC2=C(C=CC=C2)OC)C#N)C1)C (3-Cyano-4-[4-(2-methoxy-phenoxy)-phenylamino]-5-methyl-pyrrolo[1,2-b]pyridazine-6-carboxylic Acid Methyl Ester), [OH-].[Na+] (NaOH). The solvent is CO.C1CCOC1 (MeOH THF). Product: C(#N)C1=C(C=2N(N=C1)C=C(C2C)C(=O)O)NC2=CC=C(C=C2)OC2=C(C=CC=C2)OC (3-Cyano-4-[4-(2-methoxy-phenoxy)-phenylamino]-5-methyl-pyrrolo[1,2-b]pyridazine-6-carboxylic Acid). Isolated yield 95.1%. As a reaction SMILES: C[O:2][C:3]([C:5]1[C:6]([CH3:32])=[C:7]2[C:12]([NH:13][C:14]3[CH:19]=[CH:18][C:17]([O:20][C:21]4[CH:26]=[CH:25][CH:24]=[CH:23][C:22]=4[O:27][CH3:28])=[CH:16][CH:15]=3)=[C:11]([C:29]#[N:30])[CH:10]=[N:9][N:8]2[CH:31]=1)=[O:4].[OH-].[Na+]>CO.C1COCC1>[C:29]([C:11]1[CH:10]=[N:9][N:8]2[CH:31]=[C:5]([C:3]([OH:4])=[O:2])[C:6]([CH3:32])=[C:7]2[C:12]=1[NH:13][C:14]1[CH:15]=[CH:16][C:17]([O:20][C:21]2[CH:26]=[CH:25][CH:24]=[CH:23][C:22]=2[O:27][CH3:28])=[CH:18][CH:19]=1)#[N:30] |f:1.2,3.4|. Procedure: A mixture of 430C (1.60 g, 3.73 mmol) and 6N NaOH (5 ml, 30 mmol) in a mixed solvent of MeOH/THF (20 ml, 1/1) was heated at reflux for 2 h, cooled to rt. Removed half of the solvent in vacuo. The residue was treated with H2O (30 ml), washed with CH2Cl2 (3×50 ml). The aqueous layer was acidified to PH=5 and extracted with EtOAc (3×50 ml). The combined organic layers were washed with H2O (2×30 ml) and brine (30 ml), dried with Na2SO4. Removal of the solvent under reduced pressure gave 430D (1.47 g... The reactants are [K] (potassium), C1(=CC=CC=C1)C1=C(OC=2C(C=CC2)=C1)CC(=O)O (3-phenyl-7-benzofuranacetic acid), ClCOC (chloromethoxymethane). The solvent is CN(C=O)C (dimethylformamide). The product is C1(=CC=CC=C1)C1=C(OC=2C(C=CC2)=C1)CC(=O)OCOC (methoxymethyl 3-phenyl-7-benzofuranacetate). As a reaction SMILES: [K].[C:2]1([C:8]2[CH:16]=[C:12]3[CH:13]=[CH:14][CH:15]=[C:11]3[O:10][C:9]=2[CH2:17][C:18]([OH:20])=[O:19])[CH:7]=[CH:6][CH:5]=[CH:4][CH:3]=1.Cl[CH2:22][O:23][CH3:24]>CN(C)C=O>[C:2]1([C:8]2[CH:16]=[C:12]3[CH:13]=[CH:14][CH:15]=[C:11]3[O:10][C:9]=2[CH2:17][C:18]([O:20][CH2:22][O:23][CH3:24])=[O:19])[CH:3]=[CH:4][CH:5]=[CH:6][CH:7]=1 |^1:0|. Reported procedure: The potassium salt of 3-phenyl-7-benzofuranacetic acid is reacted with chloromethoxymethane in dimethylformamide to provide methoxymethyl 3-phenyl-7-benzofuranacetate. The reactants are CO[Si](OC)(OC)c1ccccc1 (effective_coupling_partner), COc2ccc1cc(OC(=O)N(C)C)ccc1c2 (substrate). Reaction conditions: temperature 120 celsius, time 12 hour. Product: COc3ccc2cc(c1ccccc1)ccc2c3. Reagents/catalysts: dcype.